This data is from the Open Reaction Database (ORD), a public repository of structured organic reaction records. The task is: describe an organic reaction: reactants, conditions, products, and yield Starting materials: N1(CCC1)C1=NC=NN2C1=C(N=C2)C=2C=NN(C2Br)C (4-(Azetidin-1-yl)-5-(5-bromo-1-methyl-1H-pyrazol-4-yl)imidazo[5,1-f][1,2,4]triazine), FC(C1=CC=C(C=C1)B(O)O)(F)F ([4-(trifluoromethyl)phenyl]boronic acid), C([O-])([O-])=O.[Na+].[Na+] (sodium carbonate). The reagents and catalysts are C=1C=CC(=CC1)[P](C=2C=CC=CC2)(C=3C=CC=CC3)[Pd]([P](C=4C=CC=CC4)(C=5C=CC=CC5)C=6C=CC=CC6)([P](C=7C=CC=CC7)(C=8C=CC=CC8)C=9C=CC=CC9)[P](C=1C=CC=CC1)(C=1C=CC=CC1)C=1C=CC=CC1 (tetrakis(triphenylphosphine)palladium(0)). Run in C(C)O (ethanol). Product: FC(C(=O)O)(F)F.N1(CCC1)C1=NC=NN2C1=C(N=C2)C=2C=NN(C2C2=CC=C(C=C2)C(F)(F)F)C (4-(azetidin-1-yl)-5-{1-methyl-5-[4-(trifluoromethyl)phenyl]-1H-pyrazol-4-yl}imidazo[5,1-f][1,2,4]triazine, trifluoroacetate salt). RXN SMILES: [N:1]1([C:5]2[C:10]3=[C:11]([C:14]4[CH:15]=[N:16][N:17]([CH3:20])[C:18]=4Br)[N:12]=[CH:13][N:9]3[N:8]=[CH:7][N:6]=2)[CH2:4][CH2:3][CH2:2]1.[F:21][C:22]([F:33])([F:32])[C:23]1[CH:28]=[CH:27][C:26](B(O)O)=[CH:25][CH:24]=1.[C:34](=[O:37])([O-])[O-:35].[Na+].[Na+]>C(O)C.C1C=CC([P]([Pd]([P](C2C=CC=CC=2)(C2C=CC=CC=2)C2C=CC=CC=2)([P](C2C=CC=CC=2)(C2C=CC=CC=2)C2C=CC=CC=2)[P](C2C=CC=CC=2)(C2C=CC=CC=2)C2C=CC=CC=2)(C2C=CC=CC=2)C2C=CC=CC=2)=CC=1>[F:21][C:22]([F:33])([F:32])[C:34]([OH:35])=[O:37].[N:1]1([C:5]2[C:10]3=[C:11]([C:14]4[CH:15]=[N:16][N:17]([CH3:20])[C:18]=4[C:26]4[CH:27]=[CH:28][C:23]([C:22]([F:33])([F:32])[F:21])=[CH:24][CH:25]=4)[N:12]=[CH:13][N:9]3[N:8]=[CH:7][N:6]=2)[CH2:4][CH2:3][CH2:2]1 |f:2.3.4,7.8,^1:46,48,67,86|. Procedure: 4-(Azetidin-1-yl)-5-(5-bromo-1-methyl-1H-pyrazol-4-yl)imidazo[5,1-f][1,2,4]triazine (15 mg, 0.045 mmol), [4-(trifluoromethyl)phenyl]boronic acid (9.50 mg, 0.0500 mmol), tetrakis(triphenylphosphine)palladium(0) (4.6 mg, 0.0040 mmol) and sodium carbonate (9.5 mg, 0.090 mmol) were combined in ethanol (4 mL), and the reaction mixture was heated at reflux for 18 hours. After filtration, the filtrate was concentrated in vacuo and purified via reversed-phase HPLC (Column: Waters Sunfire C18, 19×100 mm,...